This data is from the Open Reaction Database (ORD), a public repository of structured organic reaction records. The task is: describe an organic reaction: reactants, conditions, products, and yield Reactants: [N+](=O)([O-])C1=CC2=C(NCCCC2)C=C1 (7-Nitro-2,3,4,5-tetrahydro-1H-benzo[b]azepine), C([O-])([O-])=O.[K+].[K+] (potassium carbonate), IC (iodomethane), [H-].[Na+] (Sodium hydride). The solvent is CN(C)C=O (DMF). Conditions: time 30 minute. Product: CN1C2=C(CCCC1)C=C(C=C2)[N+](=O)[O-] (1-Methyl-7-nitro-2,3,4,5-tetrahydro-1H-benzo[b]azepine). The yield is 99.9%. Reaction SMILES: [N+:1]([C:4]1[CH:14]=[CH:13][C:7]2[NH:8][CH2:9][CH2:10][CH2:11][CH2:12][C:6]=2[CH:5]=1)([O-:3])=[O:2].[C:15](=O)([O-])[O-].[K+].[K+].IC.[H-].[Na+]>CN(C=O)C>[CH3:15][N:8]1[CH2:9][CH2:10][CH2:11][CH2:12][C:6]2[CH:5]=[C:4]([N+:1]([O-:3])=[O:2])[CH:14]=[CH:13][C:7]1=2 |f:1.2.3,5.6|. Procedure: A solution of 7-Nitro-2,3,4,5-tetrahydro-1H-benzo[b]azepine (192 mg, 1.0 mmol) in DMF (10 mL) was treated with potassium carbonate (345 mg, 2.5 eq), and iodomethane (0.08 mL, 1.25 eq) and stirred at room temperature for 30 min. Sodium hydride was added (1.5 eq) and the mixture stirred for 30 min, quenched with water and extracted with ether. The organic layers washed with brine and dried (MgSO4), filtered and concentrated to give 1-Methyl-7-nitro-2,3,4,5-tetrahydro-1H-benzo[b]azepine (206 mg, 10... Starting materials: NC(CC)C=1C(NC(=NN1)C1CCCC1)=O (6-(1-aminopropyl)-3-cyclopentyl-1,2,4-triazin-5(4H)-one), C(CCCC)(=O)Cl (pentanoyl chloride). The product is C1(CCCC1)C1=NN=C(C(N1)=O)C(CC)NC(CCCC)=O (N-[1-(3-Cyclopentyl-5-oxo-4,5-dihydro-1,2,4-triazin-6-yl)propyl]pentanamide). RXN SMILES: [NH2:1][CH:2]([C:5]1[C:6](=[O:16])[NH:7][C:8]([CH:11]2[CH2:15][CH2:14][CH2:13][CH2:12]2)=[N:9][N:10]=1)[CH2:3][CH3:4].[C:17](Cl)(=[O:22])[CH2:18][CH2:19][CH2:20][CH3:21]>>[CH:11]1([C:8]2[NH:7][C:6](=[O:16])[C:5]([CH:2]([NH:1][C:17](=[O:22])[CH2:18][CH2:19][CH2:20][CH3:21])[CH2:3][CH3:4])=[N:10][N:9]=2)[CH2:15][CH2:14][CH2:13][CH2:12]1. Procedure details: In analogy to the procedure for Example 36A, 150 mg (0.67 mmol) 6-(1-aminopropyl)-3-cyclopentyl-1,2,4-triazin-5(4H)-one, 90 mg (0.74 mmol) pentanoyl chloride and proportionate amounts of the other reagents are used. The crude product is used in the next step without further purification. Reactants: C(C)OC(=O)C1(CCN(CC1)CC1=CC=C(C=C1)Br)S(=O)(=O)C1=CC=C(C=C1)OCC#C (1-(4-bromo-benzyl)-4-(4-prop-2-ynyloxy-benzene-sulfonyl)-piperdine-4-carboxylic acid ethyl ester), CO (methanol), [OH-].[Na+] (NaOH). Run in C1CCOC1 (THF). Product: BrC1=CC=C(CN2CCC(CC2)(C(=O)O)S(=O)(=O)C2=CC=C(C=C2)OCC#C)C=C1 (1-(4-Bromo-benzyl)-4-(4-prop-2-ynyloxy-benzenesulfonyl)-piperdine-4-carboxylic acid). As a reaction SMILES: C([O:3][C:4]([C:6]1([S:20]([C:23]2[CH:28]=[CH:27][C:26]([O:29][CH2:30][C:31]#[CH:32])=[CH:25][CH:24]=2)(=[O:22])=[O:21])[CH2:11][CH2:10][N:9]([CH2:12][C:13]2[CH:18]=[CH:17][C:16]([Br:19])=[CH:15][CH:14]=2)[CH2:8][CH2:7]1)=[O:5])C.CO.[OH-].[Na+]>C1COCC1>[Br:19][C:16]1[CH:15]=[CH:14][C:13]([CH2:12][N:9]2[CH2:10][CH2:11][C:6]([S:20]([C:23]3[CH:24]=[CH:25][C:26]([O:29][CH2:30][C:31]#[CH:32])=[CH:27][CH:28]=3)(=[O:22])=[O:21])([C:4]([OH:5])=[O:3])[CH2:7][CH2:8]2)=[CH:18][CH:17]=1 |f:2.3|. Reported procedure: 1-(4-Bromo-benzyl)-4-(4-prop-2-ynyloxy-benzenesulfonyl)-piperdine-4-carboxylic acid was prepared starting from 1-(4-bromo-benzyl)-4-(4-prop-2-ynyloxy-benzene-sulfonyl)-piperdine-4-carboxylic acid ethyl ester (5 g, 9.59 mmol) dissolved in THF:methanol (150:50 ml) and 10 N NaOH (15 ml). The resulting reaction mixture was worked up as outlined in Example 1 (Step 7). Yield 3.4 g (72%); brown low melting solid; MS: 491.9 (M−H)− Starting materials: CC(C)(C)OC(=O)N1CCC(N2CCCCc3cc(Br)ccc32)CC1, C1CCOC1, C[Si](C)(C)[N-][Si](C)(C)C, [Li+], O=C(C=Cc1ccccc1)C=Cc1ccccc1, O=C(C=Cc1ccccc1)C=Cc1ccccc1, O=C(C=Cc1ccccc1)C=Cc1ccccc1, [Pd], [Pd]. Yields the product CC(C)(C)OC(=O)N1CCC(N2CCCCc3cc(N)ccc32)CC1. RXN SMILES: [Br:1][c:2]1[cH:3][c:4]2[c:5]([cH:24][cH:25]1)[N:6]([CH:11]1[CH2:12][CH2:13][N:14]([C:17](=[O:18])[O:19][C:20]([CH3:21])([CH3:22])[CH3:23])[CH2:15][CH2:16]1)[CH2:7][CH2:8][CH2:9][CH2:10]2.[CH2:36]1[O:37][CH2:38][CH2:39][CH2:40]1.[CH3:27][Si:28]([N-:31][Si:29]([CH3:30])([CH3:32])[CH3:33])([CH3:34])[CH3:35].[Li+:26].[O:43]=[C:44]([CH:45]=[CH:46][c:47]1[cH:48][cH:49][cH:50][cH:51][cH:52]1)[CH:53]=[CH:54][c:55]1[cH:56][cH:57][cH:58][cH:59][cH:60]1.[O:61]=[C:62]([CH:63]=[CH:64][c:65]1[cH:66][cH:67][cH:68][cH:69][cH:70]1)[CH:71]=[CH:72][c:73]1[cH:74][cH:75][cH:76][cH:77][cH:78]1.[O:79]=[C:80]([CH:81]=[CH:82][c:83]1[cH:84][cH:85][cH:86][cH:87][cH:88]1)[CH:89]=[CH:90][c:91]1[cH:92][cH:93][cH:94][cH:95][cH:96]1.[Pd:41].[Pd:42]>>[c:2]1([NH2:31])[cH:3][c:4]2[c:5]([cH:24][cH:25]1)[N:6]([CH:11]1[CH2:12][CH2:13][N:14]([C:17](=[O:18])[O:19][C:20]([CH3:21])([CH3:22])[CH3:23])[CH2:15][CH2:16]1)[CH2:7][CH2:8][CH2:9][CH2:10]2. The product is C=O (formaldehyde), ( b ), CC1(C(NC(N1)=O)=O)C (dimethylhydantoin). Reported procedure: In a further embodiment (the post addition method), an aqueous solution of dimethyloldimethylhydantoin, monomethyloldimethylhydantoin, and dimethylhydantoin is produced by admixing (a) from about 80 to about 90% by weight of an aqueous solution of methylolated dimethylhydantoins having greater than 0.1% by weight of free formaldehyde with (b) about 20 to about 10% by weight of dimethylhydantoin based upon 100% by weight of aqueous solution of methylolated dimethylhydantoins and dimethylhydantoin... The reactants are C(O)N1C(N(C(C1=O)(C)C)CO)=O (dimethyloldimethylhydantoin), C(O)N1C(=O)NC(=O)C1(C)C (monomethyloldimethylhydantoin). RXN SMILES: [CH2:1]([N:3]1[C:7](=[O:8])[C:6]([CH3:10])([CH3:9])[N:5](CO)[C:4]1=[O:13])[OH:2].C(N1C(C)(C)C(=O)NC1=O)O>>[CH2:1]=[O:2].[CH3:9][C:6]1([CH3:10])[NH:5][C:4](=[O:13])[NH:3][C:7]1=[O:8]. Starting materials: NC(=O)CN(S(=O)(=O)C)C1=CC=C(C=C1)[N+](=O)[O-] (4-(N-aminocarbonylmethyl-N-methylsulphonyl-amino)-nitrobenzene), B.C1CCOC1 (borane THF). Run in Cl (hydrochloric acid). The product is NCCN(S(=O)(=O)C)C1=CC=C(C=C1)[N+](=O)[O-] (4-[N-(2-aminoethyl)-N-methylsulphonyl-amino]-nitrobenzene). As a reaction SMILES: [NH2:1][C:2]([CH2:4][N:5]([C:10]1[CH:15]=[CH:14][C:13]([N+:16]([O-:18])=[O:17])=[CH:12][CH:11]=1)[S:6]([CH3:9])(=[O:8])=[O:7])=O.B.C1COCC1>Cl>[NH2:1][CH2:2][CH2:4][N:5]([C:10]1[CH:15]=[CH:14][C:13]([N+:16]([O-:18])=[O:17])=[CH:12][CH:11]=1)[S:6]([CH3:9])(=[O:8])=[O:7] |f:1.2|. Procedure details: 2.3 g (8.4 mmol) of 4-(N-aminocarbonylmethyl-N-methylsulphonyl-amino)-nitrobenzene are refluxed in 35 ml (35 mmol) of borane-THF (1 M solution in THF) 7 hours. Then 30 ml of 6 N hydrochloric acid are added, and the mixture is refluxed for another 8 hours. The solvent is distilled off, the residue is mixed with water and extracted with ethyl acetate. The aqueous phase is made alkaline with potassium carbonate and extracted with dichloromethane. The organic phase is separated off, dried and evapor... The reactants are C1=CC=C(C=C1)S(=O)(=O)N(F)S(=O)(=O)C2=CC=CC=C2 (N-fluorobenzenesulfonimide), C(C)N(C=1C=C2C=CC(=CC2=CC1)C=O)CC (6-diethylamino-naphthalene-2-carboxaldehyde), C(=O)([O-])[O-].[K+].[K+] (K2CO3). Run in CN(C=O)C (N,N-dimethylformamide). Conditions: time 3 hour. Product: C(C)N(C=1C(=C2C=CC(=CC2=CC1)C=O)F)CC (6-Diethylamino-5-fluoro-naphthalene-2-carboxaldehyde). Isolated yield 79.3%. RXN SMILES: C1C=CC(S(N(S(C2C=CC=CC=2)(=O)=O)[F:11])(=O)=O)=CC=1.[CH2:21]([N:23]([CH2:36][CH3:37])[C:24]1[CH:25]=[C:26]2[C:31](=[CH:32][CH:33]=1)[CH:30]=[C:29]([CH:34]=[O:35])[CH:28]=[CH:27]2)[CH3:22].C([O-])([O-])=O.[K+].[K+]>CN(C)C=O>[CH2:36]([N:23]([CH2:21][CH3:22])[C:24]1[C:25]([F:11])=[C:26]2[C:31](=[CH:32][CH:33]=1)[CH:30]=[C:29]([CH:34]=[O:35])[CH:28]=[CH:27]2)[CH3:37] |f:2.3.4|. Procedure details: N-fluorobenzenesulfonimide (57.0 milligrams, 0.18 millimole) was added to a solution of 6-diethylamino-naphthalene-2-carboxaldehyde (1, 40.0 milligrams, 0.18 millimole) in 5 milliliters of anhydrous N,N-dimethylformamide under argon at −40° C. The mixture was allowed to warm up to room temperature slowly. After 3 hours, 10 milliliters of 10% K2CO3 aqueous solution was added and the product was extracted with ethyl acetate (3×50 milliliters). Solvent was removed by rotary evaporation and the resi... Starting materials: FC=1C=NN(C1)C1=NC=C(C(=N1)O)C(=O)N[C@H](C1=CC=C(C=C1)P(OCC)(=O)C)C1=CC=C(C=C1)F (Ethyl 4-((S)-(2-(4-fluoro-1H-pyrazol-1-yl)-4-hydroxypyrimidine-5-carboxamido)(4-fluorophenyl)methyl)phenyl(methyl)phosphinate), [OH-].[Na+] (NaOH). Run in O1CCOCC1 (dioxane). Conditions: temperature 80 celsius. The product is FC=1C=NN(C1)C1=NC=C(C(=N1)O)C(=O)N[C@H](C1=CC=C(C=C1)P(O)(=O)C)C1=CC=C(C=C1)F (4-((S)-(2-(4-fluoro-1H-pyrazol-1-yl)-4-hydroxypyrimidine-5-carboxamido)(4-fluorophenyl)methyl)phenyl(methyl)phosphinic acid). The yield is 39.0%. Reaction SMILES: [F:1][C:2]1[CH:3]=[N:4][N:5]([C:7]2[N:12]=[C:11]([OH:13])[C:10]([C:14]([NH:16][C@@H:17]([C:30]3[CH:35]=[CH:34][C:33]([F:36])=[CH:32][CH:31]=3)[C:18]3[CH:23]=[CH:22][C:21]([P:24]([CH3:29])(=[O:28])[O:25]CC)=[CH:20][CH:19]=3)=[O:15])=[CH:9][N:8]=2)[CH:6]=1.[OH-].[Na+]>O1CCOCC1>[F:1][C:2]1[CH:3]=[N:4][N:5]([C:7]2[N:12]=[C:11]([OH:13])[C:10]([C:14]([NH:16][C@@H:17]([C:30]3[CH:35]=[CH:34][C:33]([F:36])=[CH:32][CH:31]=3)[C:18]3[CH:19]=[CH:20][C:21]([P:24]([CH3:29])(=[O:25])[OH:28])=[CH:22][CH:23]=3)=[O:15])=[CH:9][N:8]=2)[CH:6]=1 |f:1.2|. Reported procedure: A solution of 28-h (3.8 g, 7.4 mmol) in 25 ml of dioxane was treated with 7.2 ml of 3N NaOH and heated at 80° C. for one hour. The mixture was cooled to room temperature and then concentrated under vacuum and the residue was diluted with water and washed with ethyl acetate. The aqueous layer was acidified with conc. HCl to pH=1 and the resulting solid was collected via filtration to give compound 28-1 (1.4 g of crude), which was further purified via prep-HPLC (150 mg, 4%). 1H NMR (300 MHz, CD3OD...